This data is from the Open Reaction Database (ORD), a public repository of structured organic reaction records. The task is: describe an organic reaction: reactants, conditions, products, and yield Starting materials: P(=O)(OCC)(OCC)Cl (diethyl chlorophosphate), [H-].[Na+] (sodium hydride), oil, C(C)C(C(=O)[O-])(C(=O)[O-])CC (Diethylmalonate), C1CCOC1 (THF), ClC1=C(C=CC=C1)C=1N=CC(N=C2C1C=C(C=C2)[N+](=O)[O-])=O (5-(2-chlorophenyl)-7-nitro-2H-1,4-benzodiazepin-2-one), C1CCOC1 (THF). Run at time 30 minute. The product is C(C)OC(C(C(=O)OCC)=C1NC2=C(C(=NC1)C1=C(C=CC=C1)Cl)C=C(C=C2)[N+](=O)[O-])=O (5-(2-Chlorophenyl)-1,3-dihydro-7-nitro-2H-1,4-benzodiazepin-2-ylidenepropanedioic acid diethyl ester). RXN SMILES: C([C:3]([CH2:10][CH3:11])([C:7]([O-:9])=[O:8])[C:4]([O-:6])=[O:5])C.[H-].[Na+].P(Cl)(OCC)(O[CH2:17][CH3:18])=O.[Cl:23][C:24]1[CH:29]=[CH:28][CH:27]=[CH:26][C:25]=1[C:30]1[N:31]=CC(=O)[N:34]=[C:35]2[CH:40]=[CH:39][C:38]([N+:41]([O-:43])=[O:42])=[CH:37][C:36]=12.[CH2:45]1COC[CH2:46]1>>[CH2:17]([O:9][C:7](=[O:8])[C:3](=[C:10]1[CH2:11][N:31]=[C:30]([C:25]2[CH:26]=[CH:27][CH:28]=[CH:29][C:24]=2[Cl:23])[C:36]2[CH:37]=[C:38]([N+:41]([O-:43])=[O:42])[CH:39]=[CH:40][C:35]=2[NH:34]1)[C:4]([O:6][CH2:45][CH3:46])=[O:5])[CH3:18] |f:1.2|. Procedure: Diethylmalonate (45.55 ml) was added to THF (200 ml). The mixture was maintained at room temperature with a wet ice bath while sodium hydride (16 g of a 60% oil dispersion) was added portionwise over 1 hr. To the resulting suspension, diethyl chlorophosphate (14.45 ml) was added dropwise over 50 minutes. After a 30 minute agitation cycle, a THF solution of 5-(2-chlorophenyl)-7-nitro-2H-1,4-benzodiazepin-2-one (15.8 g) was added dropwise over 20 minutes. The resulting solution was allowed to agit...